Dataset: the Open Reaction Database (ORD), a public repository of structured organic reaction records. Task: describe an organic reaction: reactants, conditions, products, and yield Starting materials: ClN1C(CCC1=O)=O (N-chlorosuccinimide), C(C)OC(N(N1C=CC=C1)C1=CC=NC=C1)=O (N-(4-pyridinyl)-N-(1H-pyrrol-1-yl)carbamic acid ethyl ester), S([O-])(O)=O.[Na+] (sodium bisulfite). The solvent is O1CCCC1 (tetrahydrofuran), O1CCCC1 (tetrahydrofuran). Reaction conditions: time 7 hour. The product is Cl.C(C)OC(N(C1=CC=NC=C1)N1C(=CC=C1)Cl)=O (N-(2-Chloro-1H-pyrrol-1-yl)-N-(4-pyridinyl)carbamic acid ethyl ester hydrochloride). The yield is 64.6%. Reaction SMILES: [CH2:1]([O:3][C:4](=[O:17])[N:5]([C:11]1[CH:16]=[CH:15][N:14]=[CH:13][CH:12]=1)[N:6]1[CH:10]=[CH:9][CH:8]=[CH:7]1)[CH3:2].[Cl:18]N1C(=O)CCC1=O.S(=O)(O)[O-].[Na+]>O1CCCC1>[ClH:18].[CH2:1]([O:3][C:4](=[O:17])[N:5]([N:6]1[CH:10]=[CH:9][CH:8]=[C:7]1[Cl:18])[C:11]1[CH:12]=[CH:13][N:14]=[CH:15][CH:16]=1)[CH3:2] |f:2.3,5.6|. Procedure: To a solution of N-(4-pyridinyl)-N-(1H-pyrrol-1-yl)carbamic acid ethyl ester (9 g) in 100 ml of anhydrous tetrahydrofuran warmed to 50° was slowly dropped a solution of N-chlorosuccinimide (5.2 g) in 75 ml of anhydrous tetrahydrofuran. After stirring seven hours at 50°, the reaction mixture was cooled, stirred with an aqueous solution of sodium bisulfite and extracted with ethyl acetate. The organic extract was washed with water and saturated sodium chloride and thereafter dried over anhydrous m... The reactants are FC=1C(=NC(=C(C#N)C1)N[C@@H](CO)C1=CC=C(C=C1)F)NC1=NNC(=C1)OC(C)C ((R)-5-Fluoro-2-(1-(4-fluorophenyl)-2-hydroxyethylamino)-6-(5-isopropoxy-1H-pyrazol-3-ylamino)nicotinonitrile), Cl (HCl), N#N (N2). Reagents/catalysts: [Pd] (Pd). Run in CO (MeOH). Conditions: time 6 hour. The product is NCC=1C(=NC(=C(C1)F)NC1=NNC(=C1)OC(C)C)N[C@@H](CO)C1=CC=C(C=C1)F ((R)-2-(3-(Aminomethyl)-5-fluoro-6-(5-isopropoxy-1H-pyrazol-3-ylamino)pyridin-2-ylamino)-2-(4-fluorophenyl)ethanol). Yield: 66.4%. As a reaction SMILES: [F:1][C:2]1[C:3]([NH:21][C:22]2[CH:26]=[C:25]([O:27][CH:28]([CH3:30])[CH3:29])[NH:24][N:23]=2)=[N:4][C:5]([NH:10][C@H:11]([C:14]2[CH:19]=[CH:18][C:17]([F:20])=[CH:16][CH:15]=2)[CH2:12][OH:13])=[C:6]([CH:9]=1)[C:7]#[N:8].Cl.N#N>CO.[Pd]>[NH2:8][CH2:7][C:6]1[C:5]([NH:10][C@H:11]([C:14]2[CH:19]=[CH:18][C:17]([F:20])=[CH:16][CH:15]=2)[CH2:12][OH:13])=[N:4][C:3]([NH:21][C:22]2[CH:26]=[C:25]([O:27][CH:28]([CH3:30])[CH3:29])[NH:24][N:23]=2)=[C:2]([F:1])[CH:9]=1. Reported procedure: A solution of (R)-5-fluoro-2-(1-(4-fluorophenyl)-2-hydroxyethylamino)-6-(5-isopropoxy-1H-pyrazol-3-ylamino)nicotinonitrile (Example 11; 0.60 g, 1.44 mmol), conc. HCl (0.3 ml), and Pd (10 wt. %, dry basis, on activated carbon, 0.3 g) in MeOH (8 ml) was flushed with N2, evacuated, and then placed under of H2 (40 psi) for 6 hrs. The reaction was then evacuated, flushed with N2, filtered, washed with MeOH (3×30 ml), and concentrated. The resulting solid was dissolved in the mixture of DCM-MeOH (50:1...